Dataset: the Open Reaction Database (ORD), a public repository of structured organic reaction records. Task: describe an organic reaction: reactants, conditions, products, and yield Reactants: CCCC1Cc2nc(NC(=O)OCC)sc2C(C#N)C1, C=CCCNCC=O. Product: C=CCCN(CC=O)C(=O)Nc1nc2c(s1)C(C#N)CC(CCC)C2. As a reaction SMILES: [CH2:1]([CH2:2][CH3:3])[CH:4]1[CH2:5][CH:6]([C:19]#[N:20])[c:7]2[c:8]([n:9][c:10]([NH:12][C:13]([O:14][CH2:15][CH3:16])=[O:17])[s:11]2)[CH2:18]1.[CH2:21]([CH2:22][CH:23]=[CH2:24])[NH:25][CH2:26][CH:27]=[O:28]>>[CH2:1]([CH2:2][CH3:3])[CH:4]1[CH2:5][CH:6]([C:19]#[N:20])[c:7]2[c:8]([n:9][c:10]([NH:12][C:13](=[O:17])[N:25]([CH2:21][CH2:22][CH:23]=[CH2:24])[CH2:26][CH:27]=[O:28])[s:11]2)[CH2:18]1. Starting materials: CC12C3C(C(CC2OB(O1)[C@H](CC=1C(=C(C(=O)OC(C)(C)C)C=CC1)OC)NC(=O)C=1C=C2CNCC2=CC1)C3)(C)C (tert-butyl 3-((2R)-2-(2,9,9-trimethyl-3,5-dioxa-4-bora-tricyclo[6.1.1.02,6]dec-4-yl)-2-(isoindoline-5-carboxamido)ethyl)-2-methoxybenzoate), C(C1=CN=CC=C1)=O (nicotinaldehyde), Na(OAc)3BH4, O (Water). The solvent is ClCCCl (1,2-dichloroethane). Run at time 6 hour. Yields the product COC1=C(C(=O)OC(C)(C)C)C=CC=C1C[C@@H](B1OC2(C3C(C(CC2O1)C3)(C)C)C)NC(=O)C=3C=C1CN(CC1=CC3)CC=3C=NC=CC3 (tert-butyl 2-methoxy-3-((2R)-2-(2-(pyridin-3-ylmethyl)isoindoline-5-carboxamido)-2-(2,9,9-trimethyl-3,5-dioxa-4-bora-tricyclo[6.1.1.02,6]dec-4-yl)ethyl)benzoate). RXN SMILES: [CH3:1][C:2]12[O:10][B:9]([C@@H:11]([NH:28][C:29]([C:31]3[CH:32]=[C:33]4[C:37](=[CH:38][CH:39]=3)[CH2:36][NH:35][CH2:34]4)=[O:30])[CH2:12][C:13]3[C:14]([O:26][CH3:27])=[C:15]([CH:23]=[CH:24][CH:25]=3)[C:16]([O:18][C:19]([CH3:22])([CH3:21])[CH3:20])=[O:17])[O:8][CH:7]1[CH2:6][CH:5]1[CH2:40][CH:3]2[C:4]1([CH3:42])[CH3:41].[CH:43](=O)[C:44]1[CH:49]=[CH:48][CH:47]=[N:46][CH:45]=1.O>ClCCCl>[CH3:27][O:26][C:14]1[C:13]([CH2:12][C@H:11]([NH:28][C:29]([C:31]2[CH:32]=[C:33]3[C:37](=[CH:38][CH:39]=2)[CH2:36][N:35]([CH2:43][C:44]2[CH:45]=[N:46][CH:47]=[CH:48][CH:49]=2)[CH2:34]3)=[O:30])[B:9]2[O:8][CH:7]3[C:2]([CH3:1])([CH:3]4[CH2:40][CH:5]([CH2:6]3)[C:4]4([CH3:42])[CH3:41])[O:10]2)=[CH:25][CH:24]=[CH:23][C:15]=1[C:16]([O:18][C:19]([CH3:20])([CH3:21])[CH3:22])=[O:17]. Reported procedure: To tert-butyl 3-((2R)-2-(2,9,9-trimethyl-3,5-dioxa-4-bora-tricyclo[6.1.1.02,6]dec-4-yl)-2-(isoindoline-5-carboxamido)ethyl)-2-methoxybenzoate from Example 9 step 2 (240 mg, 0.42 mmol) in 1,2-dichloroethane (5 mL) was added nicotinaldehyde (90 mg, 0.84 mmol) and Na(OAc)3BH4 (211 mg, 1 mmol). The reaction mixture was stirred at room temperature for 6 hr. Water (10 mL) was added at 0° C. and the aqueous phase was extracted with EtOAc. The organic phase was washed brine, dried over Na2SO4 and concen... The reactants are C(C)(C)(C)OC(=O)N[C@H](C(=O)O[C@@H]([C@@H](C)OC(C(C)C)=O)C)CC1=CC2=C(OC(O2)=O)C=C1 ((1R,2R)-1-Methyl-2-(2-methylpropanoyloxy)propyl (2S)-2-[(tert-Butoxy)carbonylamino]-3-(2-oxobenzo[3,4-d]1,3-dioxolen-5-yl)propanoate). Run in mixture, C([O-])(O)=O.[Na+] (sodium bicarbonate), C(C)#N (acetonitrile). Run at temperature 60 celsius, time 60 minute. Yields the product OC=1C=C(C=CC1O)C[C@@H](C(=O)O[C@@H]([C@@H](C)OC(C(C)C)=O)C)NC(=O)OC(C)(C)C ((1R,2R)-1-Methyl-2-(2-methylpropanoyloxy)propyl (2S)-3-(3,4-Dihydroxyphenyl)-2-[(tert-butoxy)carbonylamino]propanoate). The yield is 110.2%. As a reaction SMILES: [C:1]([O:5][C:6]([NH:8][C@@H:9]([CH2:23][C:24]1[CH:33]=[CH:32][C:27]2[O:28]C(=O)[O:30][C:26]=2[CH:25]=1)[C:10]([O:12][C@H:13]([CH3:22])[C@H:14]([O:16][C:17](=[O:21])[CH:18]([CH3:20])[CH3:19])[CH3:15])=[O:11])=[O:7])([CH3:4])([CH3:3])[CH3:2]>C(=O)(O)[O-].[Na+].C(#N)C>[OH:30][C:26]1[CH:25]=[C:24]([CH2:23][C@H:9]([NH:8][C:6]([O:5][C:1]([CH3:4])([CH3:3])[CH3:2])=[O:7])[C:10]([O:12][C@H:13]([CH3:22])[C@H:14]([O:16][C:17](=[O:21])[CH:18]([CH3:19])[CH3:20])[CH3:15])=[O:11])[CH:33]=[CH:32][C:27]=1[OH:28] |f:1.2|. Reported procedure: (1R,2R)-1-Methyl-2-(2-methylpropanoyloxy)propyl (2S)-2-[(tert-butoxy)carbonylamino]-3-(2-oxobenzo[3,4-d]1,3-dioxolen-5-yl)propanoate (17) (6.4 g, 13.83 mmol) was dissolved in 50 mL of mixture of sat. sodium bicarbonate and acetonitrile (1:1). The resulting mixture was stirred at 60° C. under nitrogen for 60 min. TLC indicated a completed reaction. Acetonitrile was removed under reduced pressure. The product was extracted with methyl tert-butyl ether. The organic layer was collected, washed with ... Reactants: COc1cc(C(=O)NC(CCN2CC(Oc3ccc(F)cc3)C2)COC(C)(C)C)cc(OC)c1OC, ClCCl, O=C(O)C(F)(F)F. Yields the product COc1cc(C(=O)NC(CO)CCN2CC(Oc3ccc(F)cc3)C2)cc(OC)c1OC. RXN SMILES: [C:1]([CH3:2])([CH3:3])([CH3:4])[O:5][CH2:6][CH:7]([CH2:8][CH2:9][N:10]1[CH2:11][CH:12]([O:14][c:15]2[cH:16][cH:17][c:18]([F:21])[cH:19][cH:20]2)[CH2:13]1)[NH:22][C:23]([c:24]1[cH:25][c:26]([O:34][CH3:35])[c:27]([O:32][CH3:33])[c:28]([O:30][CH3:31])[cH:29]1)=[O:36].[Cl:44][CH2:45][Cl:46].[OH:37][C:38]([C:39]([F:40])([F:41])[F:42])=[O:43]>>[OH:5][CH2:6][CH:7]([CH2:8][CH2:9][N:10]1[CH2:11][CH:12]([O:14][c:15]2[cH:16][cH:17][c:18]([F:21])[cH:19][cH:20]2)[CH2:13]1)[NH:22][C:23]([c:24]1[cH:25][c:26]([O:34][CH3:35])[c:27]([O:32][CH3:33])[c:28]([O:30][CH3:31])[cH:29]1)=[O:36]. Reactants: [OH-].[K+] (potassium hydroxide), C1(=CC=CC=C1)C=1NC(=CC1C1=CC=CC=C1)SC#N (2,3-diphenyl-5-thiocyanatopyrrole), CI (methyl iodide), ice water, Cl (hydrochloric acid). Solvent: O (water), CO (methanol). Yields the product C1(=CC=CC=C1)C=1C=C(NC1C1=CC=CC=C1)SC (4,5-Diphenyl-2-(methylthio)pyrrole). Yield: 90.4%. RXN SMILES: [C:1]1([C:7]2[NH:8][C:9]([S:18][C:19]#N)=[CH:10][C:11]=2[C:12]2[CH:17]=[CH:16][CH:15]=[CH:14][CH:13]=2)[CH:6]=[CH:5][CH:4]=[CH:3][CH:2]=1.CI.[OH-].[K+].Cl>CO.O>[C:12]1([C:11]2[CH:10]=[C:9]([S:18][CH3:19])[NH:8][C:7]=2[C:1]2[CH:2]=[CH:3][CH:4]=[CH:5][CH:6]=2)[CH:13]=[CH:14][CH:15]=[CH:16][CH:17]=1 |f:2.3|. Procedure: To a mixture of 1.4 g (0.005 mole) 2,3-diphenyl-5-thiocyanatopyrrole, 0.85 g (0.006 mole) methyl iodide in 10 ml methanol was added dropwise at 0° a solution of 0.8 g (~0.012 mole, 85%) potassium hydroxide in 5 ml water+5 ml methanol. The mixture was allowed to warm to room temperature, then was poured into 100 ml ice water and neutralized with hydrochloric acid. The aqueous mixture was extracted with methylene chloride, and the extracts dried and concentrated. The residue was chromatographed on... Starting materials: C(C)(=O)OCC (ethyl acetate), FC1=CC=C(C=C1)C(N1CC(NCC1)(C)C)C1=CC=C(C=C1)F (1-[bis(4-fluorophenyl)methyl]-3,3-dimethylpiperazine), FC=1C=C(C=CC1)NC(CCl)=O (N-(3-fluorophenyl)chloroacetamide), C([O-])([O-])=O.[K+].[K+] (potassium carbonate). Run in O1CCCC1 (tetrahydrofuran), CN(C=O)C (N,N-dimethylformamide). Reaction conditions: temperature 80 celsius, time 16 hour. Product: FC1=CC=C(C=C1)C(N1CC(N(CC1)CC(NC1=CC(=CC=C1)F)=O)(C)C)C1=CC=C(C=C1)F (1-[bis(4-fluorophenyl)methyl]-4-[(3-fluorophenyl)carbamoylmethyl]-3,3-dimethylpiperazine). RXN SMILES: [F:1][C:2]1[CH:7]=[CH:6][C:5]([CH:8]([C:17]2[CH:22]=[CH:21][C:20]([F:23])=[CH:19][CH:18]=2)[N:9]2[CH2:14][CH2:13][NH:12][C:11]([CH3:16])([CH3:15])[CH2:10]2)=[CH:4][CH:3]=1.[F:24][C:25]1[CH:26]=[C:27]([NH:31][C:32](=[O:35])[CH2:33]Cl)[CH:28]=[CH:29][CH:30]=1.C(=O)([O-])[O-].[K+].[K+].C(OCC)(=O)C>O1CCCC1.CN(C)C=O>[F:23][C:20]1[CH:19]=[CH:18][C:17]([CH:8]([C:5]2[CH:4]=[CH:3][C:2]([F:1])=[CH:7][CH:6]=2)[N:9]2[CH2:14][CH2:13][N:12]([CH2:33][C:32](=[O:35])[NH:31][C:27]3[CH:28]=[CH:29][CH:30]=[C:25]([F:24])[CH:26]=3)[C:11]([CH3:16])([CH3:15])[CH2:10]2)=[CH:22][CH:21]=1 |f:2.3.4|. Reported procedure: A mixture of 283 mg of 1-[bis(4-fluorophenyl)methyl]-3,3-dimethylpiperazine and 204 mg of N-(3-fluorophenyl)chloroacetamide was dissolved in 20 ml of a 1:1 by volume mixture of tetrahydrofuran and N,N-dimethylformamide, and 1 g of anhydrous potassium carbonate was added to the resulting solution. The reaction mixture was then stirred at 80° C. for 16 hours, after which ethyl acetate was added, and the organic layer was separated. The organic layer was washed with water and dried over anhydrous m... Starting materials: C(#N)C=1C(=C(C(=C(C(=O)O)C1I)I)CO)I (5-cyano-3-hydroxymethyl-2,4,6-triiodobenzoic acid), [OH-].[Na+] (sodium hydroxide). Run in O (water). Reaction conditions: time 3 hour. The product is C(N)(=O)C=1C(=C(C(=C(C(=O)O)C1I)I)CO)I (5-carbamoyl-3-hydroxymethyl-2,4,6-triiodobenzoic acid). Isolated yield 87.1%. As a reaction SMILES: [C:1]([C:3]1[C:4]([I:16])=[C:5]([CH2:14][OH:15])[C:6]([I:13])=[C:7]([C:11]=1[I:12])[C:8]([OH:10])=[O:9])#[N:2].[OH-:17].[Na+]>O>[C:1]([C:3]1[C:4]([I:16])=[C:5]([CH2:14][OH:15])[C:6]([I:13])=[C:7]([C:11]=1[I:12])[C:8]([OH:10])=[O:9])(=[O:17])[NH2:2] |f:1.2|. Reported procedure: 27.8 g of 5-cyano-3-hydroxymethyl-2,4,6-triiodobenzoic acid is suspended in 120 ml of water and dissolved by adding 10 g of sodium hydroxide. The batch is held at 60° C. for 3 hours and then precipitated into 50 ml of semiconcentrated sulfuric acid. After several hours of agitation in an ice bath, the precipitate is vacuum-filtered, washed with water, and dried at 50° C., thus obtaining 25 g of 5-carbamoyl-3-hydroxymethyl-2,4,6-triiodobenzoic acid as a white powder with a decomposition point abo...